From a dataset of the Open Reaction Database (ORD), a public repository of structured organic reaction records. describe an organic reaction: reactants, conditions, products, and yield Starting materials: CC(=O)O[BH-](OC(C)=O)OC(C)=O, COc1ncccc1C=O, [Na+], [Na+], C1CCOC1, [OH-], c1ccc(-c2ccccc2CCC2CCNCC2)cc1. Product: COc1ncccc1CN1CCC(CCc2ccccc2-c2ccccc2)CC1. RXN SMILES: [C:31]([O:32][BH-:33]([O:34][C:35](=[O:36])[CH3:37])[O:38][C:39](=[O:40])[CH3:41])(=[O:42])[CH3:43].[CH3:21][O:22][c:23]1[n:24][cH:25][cH:26][cH:27][c:28]1[CH:29]=[O:30].[Na+:44].[Na+:46].[O:47]1[CH2:48][CH2:49][CH2:50][CH2:51]1.[OH-:45].[c:1]1(-[c:7]2[c:8]([CH2:9][CH2:10][CH:11]3[CH2:12][CH2:13][NH:14][CH2:15][CH2:16]3)[cH:17][cH:18][cH:19][cH:20]2)[cH:2][cH:3][cH:4][cH:5][cH:6]1>>[c:1]1(-[c:7]2[c:8]([CH2:9][CH2:10][CH:11]3[CH2:12][CH2:13][N:14]([CH2:29][c:28]4[c:23]([O:22][CH3:21])[n:24][cH:25][cH:26][cH:27]4)[CH2:15][CH2:16]3)[cH:17][cH:18][cH:19][cH:20]2)[cH:2][cH:3][cH:4][cH:5][cH:6]1. Reactants: C1(=C(C=CC=C1)C1(OCCC1)C1=C(C=CC=C1)C)C (2,2-Di-(2-tolyl)-tetrahydrofuran), I(=O)(=O)O (iodic acid). The product is C1(=C(C=CC=C1)C(=CCCI)C1=C(C=CC=C1)C)C (4,4-Di-(2-tolyl)-3-butenyliodide). RXN SMILES: [C:1]1([CH3:19])[CH:6]=[CH:5][CH:4]=[CH:3][C:2]=1[C:7]1([C:12]2[CH:17]=[CH:16][CH:15]=[CH:14][C:13]=2[CH3:18])[CH2:11][CH2:10][CH2:9]O1.[I:20](O)(=O)=O>>[C:1]1([CH3:19])[CH:6]=[CH:5][CH:4]=[CH:3][C:2]=1[C:7]([C:12]1[CH:17]=[CH:16][CH:15]=[CH:14][C:13]=1[CH3:18])=[CH:11][CH2:10][CH2:9][I:20]. Procedure: A solution of 2,2-di-(2-tolyl)-tetrahydrofuran 33a (40 g) in 57% aqueous iodic acid (250 mL) was boiled under reflux for 30 min. The cooled solution was extracted with diethyl ether. The combined organic phases were washed with water and a saturated aqueous solution of NaCl, dried (Na2SO4) and evaporated in vacuo. The residue was subjected to CC (n-heptane/ethyl acetate 15:1) to give the title compound 36a as an oil (44 g). 1H NMR (CDCl3) 67 2.10 (s,3H), 2.30 (s,3H), 2.65 (q,2H), 3.19 (t,2H), 5.... The reactants are CC=1C(=C(CO)C=CC1)[N+](=O)[O-] (3-methyl-2-nitrobenzyl alcohol). Reagents/catalysts: [O-2].[Mn+4].[O-2] (manganese (IV) oxide). The solvent is C1=CC=CC=C1 (benzene). Reaction conditions: temperature 80 celsius, time 24 hour. Yields the product CC=1C(=C(C=O)C=CC1)[N+](=O)[O-] (3-methyl-2-nitrobenzaldehyde). The yield is 98.1%. RXN SMILES: [CH3:1][C:2]1[C:3]([N+:10]([O-:12])=[O:11])=[C:4]([CH:7]=[CH:8][CH:9]=1)[CH2:5][OH:6]>C1C=CC=CC=1.[O-2].[Mn+4].[O-2]>[CH3:1][C:2]1[C:3]([N+:10]([O-:12])=[O:11])=[C:4]([CH:7]=[CH:8][CH:9]=1)[CH:5]=[O:6] |f:2.3.4|. Reported procedure: To a solution of 3-methyl-2-nitrobenzyl alcohol (16.7 g, 100 mmol) in 300 mL of benzene was added activated manganese (IV) oxide (43.5 g, 500 mmol). The resulting mixture was stirred at 80° C. for 24 h. The reaction mixture was allowed to cool and then was filtered through a pad of Celite and concentrated in vacuo to afford 16.2 g of 3-methyl-2-nitrobenzaldehyde, which was pure enough to be used without purification. Starting materials: C(C1=CC=CC=C1)OC=1C=C(C=CC1)C1=C(C=CC=C1)CO ((3′-benzyloxybiphenyl-2-yl)methanol), C1(=CC=CC=C1)P(=O)(C1=CC=CC=C1)N=[N+]=[N-] (diphenylphosphoryl azide), N12CCCCCC2=NCCC1 (1,8-diazabicyclo[5.4.0]undec-7-ene). Solvent: C1(=CC=CC=C1)C (Toluene), C1(=CC=CC=C1)C (toluene). The product is N(=[N+]=[N-])CC1=C(C=CC=C1)C1=CC(=CC=C1)OCC1=CC=CC=C1 (2-azidomethyl-3′-benzyloxybiphenyl). As a reaction SMILES: [CH2:1]([O:8][C:9]1[CH:10]=[C:11]([C:15]2[CH:20]=[CH:19][CH:18]=[CH:17][C:16]=2[CH2:21]O)[CH:12]=[CH:13][CH:14]=1)[C:2]1[CH:7]=[CH:6][CH:5]=[CH:4][CH:3]=1.C1(P([N:37]=[N+:38]=[N-:39])(C2C=CC=CC=2)=O)C=CC=CC=1.N12CCCN=C1CCCCC2>C1(C)C=CC=CC=1>[N:37]([CH2:21][C:16]1[CH:17]=[CH:18][CH:19]=[CH:20][C:15]=1[C:11]1[CH:12]=[CH:13][CH:14]=[C:9]([O:8][CH2:1][C:2]2[CH:7]=[CH:6][CH:5]=[CH:4][CH:3]=2)[CH:10]=1)=[N+:38]=[N-:39]. Procedure details: To a stirred solution of (3′-benzyloxybiphenyl-2yl)methanol from Step E (0.994 g, 3.42 mmol) and diphenylphosphoryl azide (1.13 g, 4.10 mmol) in dry toluene (6 mL) at 0° C., under argon, was added 1,8-diazabicyclo[5.4.0]undec-7-ene (0.62 g, 4.10 mmol) dropwise. The resulting mixture was stirred and allowed to warm to ambient temperature overnight. Toluene (6 mL) was added and the mixture was washed with water (2×5 mL), then 1.0 N aq. HCl (5 mL), then dried over Na2SO4, filtered, and concentrated...